Dataset: the Open Reaction Database (ORD), a public repository of structured organic reaction records. Task: describe an organic reaction: reactants, conditions, products, and yield The reactants are CCc1nsc(N)n1, ClC(Cl)(Cl)Cl, CC(C)(C#N)N=NC(C)(C)C#N, O=C1CCC(=O)N1Br. Yields the product CC(Br)c1nsc(N)n1. Reaction SMILES: [CH2:1]([CH3:2])[c:3]1[n:4][s:5][c:6]([NH2:8])[n:7]1.[Cl:29][C:30]([Cl:31])([Cl:32])[Cl:33].[N:17]#[C:18][C:19]([N:20]=[N:21][C:22]([C:23]#[N:24])([CH3:25])[CH3:26])([CH3:27])[CH3:28].[O:9]=[C:10]1[N:11]([Br:16])[C:12](=[O:13])[CH2:14][CH2:15]1>>[CH:1]([CH3:2])([c:3]1[n:4][s:5][c:6]([NH2:8])[n:7]1)[Br:16]. Reactants: BrC=1C=C2CCC(NC2=CC1Cl)=S (6-bromo-7-chloro-3,4-dihydroquinoline-2(1H)-thione), C(C)(=O)NN (acetic hydrazide). The solvent is C(CCC)O (n-butanol). The product is BrC=1C=C2CCC=3N(C2=CC1Cl)C(=NN3)C (7-bromo-8-chloro-1-methyl-4,5-dihydro-[1,2,4]triazolo[4,3-a]quinoline). RXN SMILES: [Br:1][C:2]1[CH:3]=[C:4]2[C:9](=[CH:10][C:11]=1[Cl:12])[NH:8][C:7](=S)[CH2:6][CH2:5]2.[C:14]([NH:17][NH2:18])(=O)[CH3:15]>C(O)CCC>[Br:1][C:2]1[CH:3]=[C:4]2[C:9](=[CH:10][C:11]=1[Cl:12])[N:8]1[C:14]([CH3:15])=[N:17][N:18]=[C:7]1[CH2:6][CH2:5]2. Procedure: To a stirred solution of 6-bromo-7-chloro-3,4-dihydroquinoline-2(1H)-thione (110-3; 1.8 g, 0.0065 mol) in n-butanol (80 mL) was added acetic hydrazide (1.2 g, 0.0162 mol). Reaction mass was refluxed for 16 h. The reaction mixture was concentrated under reduced pressure and the residue was purified by silica gel (60-120 mesh) column chromatography using 0-5% methanol in dichloromethane to afford title compound. 1H NMR (400 MHz, DMSO-d6) δ 7.91 (s, 1H), 7.81 (s, 1H), 2.96 (bs, 4H), 2.66 (s, 3H). M... The reactants are C(C)(C)(C)OC(=O)NC1C(NCC1)=O (3-(tert-butoxycarbonylamino)-2-oxopyrrolidine), [H-].[Na+] (sodium hydride), BrC1=C(C=C(C=C1)OS(=O)(=O)C)CBr (methanesulfonic acid 4-bromo-3-bromomethylphenyl ester). Solvent: C1CCOC1 (THF), C1CCOC1 (THF), C1CCOC1 (THF). Conditions: time 30 minute. The product is BrC1=C(C=C(C=C1)OS(=O)(=O)C)CN1C(C(CC1)NC(=O)OC(C)(C)C)=O (Methanesulfonic Acid 4-Bromo-3-(3-tert-butoxycarbonylamino-2-oxopyrrolidin-1-ylmethyl)phenyl Ester). As a reaction SMILES: [C:1]([O:5][C:6]([NH:8][CH:9]1[CH2:13][CH2:12][NH:11][C:10]1=[O:14])=[O:7])([CH3:4])([CH3:3])[CH3:2].[H-].[Na+].[Br:17][C:18]1[CH:23]=[CH:22][C:21]([O:24][S:25]([CH3:28])(=[O:27])=[O:26])=[CH:20][C:19]=1[CH2:29]Br>C1COCC1>[Br:17][C:18]1[CH:23]=[CH:22][C:21]([O:24][S:25]([CH3:28])(=[O:27])=[O:26])=[CH:20][C:19]=1[CH2:29][N:11]1[CH2:12][CH2:13][CH:9]([NH:8][C:6]([O:5][C:1]([CH3:4])([CH3:2])[CH3:3])=[O:7])[C:10]1=[O:14] |f:1.2|. Reported procedure: To a solution of 3-(tert-butoxycarbonylamino)-2-oxopyrrolidine, as described above in Step A, (1.00 g, 4.99 mmol) in THF (10 mL) was added sodium hydride (230 mg of a 60% dispersion in oil, 5.75 mmol) in THF (5 mL), dropwise. The resulting mixture was stirred for 30 min at ambient temperature, then a solution of methanesulfonic acid 4-bromo-3-bromomethylphenyl ester, as described above in Step C, (1.96 g, 5.70 mmol) in THF (6 mL) was added dropwise and stirring was continued for 2 hours. The rea... The reactants are Clc1ncc(Br)cn1, CCCCO, CCN(C(C)C)C(C)C, [I-], Nc1ccc(CCO)cc1, [Na+], O. The product is OCCc1ccc(Nc2ncc(Br)cn2)cc1. Reaction SMILES: [Br:11][c:12]1[cH:13][n:14][c:15]([Cl:18])[n:16][cH:17]1.[CH2:30]([OH:31])[CH2:32][CH2:33][CH3:34].[CH:21]([N:22]([CH:23]([CH3:24])[CH3:25])[CH2:26][CH3:27])([CH3:28])[CH3:29].[I-:20].[NH2:1][c:2]1[cH:3][cH:4][c:5]([CH2:8][CH2:9][OH:10])[cH:6][cH:7]1.[Na+:19].[OH2:35]>>[NH:1]([c:2]1[cH:3][cH:4][c:5]([CH2:8][CH2:9][OH:10])[cH:6][cH:7]1)[c:15]1[n:14][cH:13][c:12]([Br:11])[cH:17][n:16]1. The reactants are CC(C)C[AlH]CC(C)C (DIBAL-H), FC1=CC=C(C=C1)C1=CC=C(C=C1)/C(=C/C(=O)OCC)/C ((E)-ethyl 3-(4′-fluoro-biphenyl-4-yl)-but-2-enoate). The product is FC1=CC=C(C=C1)C1=CC=C(C=C1)/C(=C/CO)/C ((E)-3-(4′-fluoro-biphenyl-4-yl)-but-2-en-1-ol). RXN SMILES: CC(C[AlH]CC(C)C)C.[F:10][C:11]1[CH:16]=[CH:15][C:14]([C:17]2[CH:22]=[CH:21][C:20](/[C:23](/[CH3:30])=[CH:24]/[C:25](OCC)=[O:26])=[CH:19][CH:18]=2)=[CH:13][CH:12]=1>>[F:10][C:11]1[CH:12]=[CH:13][C:14]([C:17]2[CH:22]=[CH:21][C:20](/[C:23](/[CH3:30])=[CH:24]/[CH2:25][OH:26])=[CH:19][CH:18]=2)=[CH:15][CH:16]=1. Procedure details: The colourless solid (E)-3-(4′-fluoro-biphenyl-4-yl)-but-2-en-1-ol was prepared by DIBAL-H reduction of (E)-ethyl 3-(4′-fluoro-biphenyl-4-yl)-but-2-enoate as described for example 52b. The reactants are [N+](=O)([O-])C1=CC=C(C=C1)C1CN(C1)C(CC)=O (1-(3-(4-Nitrophenyl)azetidin-1-yl)propan-1-one), [H-].[H-].[H-].[H-].[Li+].[Al+3] (LiAlH4), O1CCCC1 (tetrahydrofuran), O.O.Cl[Sn]Cl (SnCl2.2H2O). Solvent: C(C)O (ethanol). Reaction conditions: time 2 hour. The product is C(CC)N1CC(C1)C1=CC=C(C=C1)N (4-(1-Propyl-azetidin-3-yl)-phenylamine). RXN SMILES: [N+:1]([C:4]1[CH:9]=[CH:8][C:7]([CH:10]2[CH2:13][N:12]([C:14](=O)[CH2:15][CH3:16])[CH2:11]2)=[CH:6][CH:5]=1)([O-])=O.O.O.Cl[Sn]Cl.[H-].[H-].[H-].[H-].[Li+].[Al+3].O1CCCC1>C(O)C>[CH2:14]([N:12]1[CH2:11][CH:10]([C:7]2[CH:6]=[CH:5][C:4]([NH2:1])=[CH:9][CH:8]=2)[CH2:13]1)[CH2:15][CH3:16] |f:1.2.3,4.5.6.7.8.9|. Reported procedure: 1-(3-(4-Nitrophenyl)azetidin-1-yl)propan-1-one (3.16 g, 13.49 mmol) was dissolved in ethanol (200 ml) and SnCl2.2H2O (15.20 g, 67.45 mmol) was added. The resulting mixture was refluxed for 8 h and then the solvent was removed under vacuum. The raw material was dissolved in ethyl acetate and washed successively with 2N aqueous NaOH (×2) and water. The organic layer was dried (Na2SO4), filtered through a pad of celite and evaporated. The crude 1-[3-(4-amino-phenyl)-azetidin-1-yl]-propan-1-one was ... Starting materials: C(C1=CC=CC=C1)C1CCC(CC1)(N(C)C)C#N (4-benzyl-1-cyano-1-(dimethylamino)cyclohexane), [H-].[H-].[H-].[H-].[Li+].[Al+3] (LAH), O (water), [OH-].[Na+] (sodium hydroxide), O (water). Run in C(C)OCC (diethyl ether), C(C)OCC (diethyl ether). Run at time 4 hour. Product: NCC1(CCC(CC1)CC1=CC=CC=C1)N(C)C ((1-aminomethyl-4-benzyl-1-cyclohexyl)dimethylamine). As a reaction SMILES: [CH2:1]([CH:8]1[CH2:13][CH2:12][C:11]([C:17]#[N:18])([N:14]([CH3:16])[CH3:15])[CH2:10][CH2:9]1)[C:2]1[CH:7]=[CH:6][CH:5]=[CH:4][CH:3]=1.[H-].[H-].[H-].[H-].[Li+].[Al+3].O.[OH-].[Na+]>C(OCC)C>[NH2:18][CH2:17][C:11]1([N:14]([CH3:15])[CH3:16])[CH2:10][CH2:9][CH:8]([CH2:1][C:2]2[CH:3]=[CH:4][CH:5]=[CH:6][CH:7]=2)[CH2:13][CH2:12]1 |f:1.2.3.4.5.6,8.9|. Procedure: A solution of 9.5 mmole of 4-benzyl-1-cyano-1-(dimethylamino)cyclohexane in 25 ml of diethyl ether was added to a suspension of 0.40 g of LAH in 10 ml of diethyl ether cooled in an ice-methanol bath. Following 4 hours' stirring at 20° to 25° C., the mixture was treated in turn with 0.4 ml of water, 0.4 ml of 15% sodium hydroxide and 1.2 ml of water. The inorganic gel was collected on a filter, and the filtrate was concentrated in vacuo to give (1-aminomethyl-4-benzyl-1-cyclohexyl)dimethylamine w...